Dataset: the Open Reaction Database (ORD), a public repository of structured organic reaction records. Task: describe an organic reaction: reactants, conditions, products, and yield Starting materials: Br, Nc1ccc(C(c2ccccc2)(c2ccccc2)c2ccccc2)cc1, CC(C)=O, [Cu]Br, O=N[O-], [Na+], O. Yields the product Brc1ccc(C(c2ccccc2)(c2ccccc2)c2ccccc2)cc1. RXN SMILES: [BrH:35].[C:1]([c:2]1[cH:3][cH:4][cH:5][cH:6][cH:7]1)([c:8]1[cH:9][cH:10][cH:11][cH:12][cH:13]1)([c:14]1[cH:15][cH:16][cH:17][cH:18][cH:19]1)[c:20]1[cH:21][cH:22][c:23]([NH2:24])[cH:25][cH:26]1.[CH3:27][C:28](=[O:29])[CH3:30].[Cu:37][Br:38].[N:31]([O-:32])=[O:33].[Na+:34].[OH2:36]>>[C:1]([c:2]1[cH:3][cH:4][cH:5][cH:6][cH:7]1)([c:8]1[cH:9][cH:10][cH:11][cH:12][cH:13]1)([c:14]1[cH:15][cH:16][cH:17][cH:18][cH:19]1)[c:20]1[cH:21][cH:22][c:23]([Br:35])[cH:25][cH:26]1. The reactants are NC(C#N)(CN1N=C2C(=N1)C=C(C=C2Cl)Cl)C (2-amino-3-(4,6-dichloro-2H-benzotriazol-2-yl)-2-methylpropionitrile), C1(=CC=C(C=C1)C(=O)Cl)C1=CC=CC=C1 (4-biphenyl carbonyl chloride). The product is C(#N)C(CN1N=C2C(=N1)C=C(C=C2Cl)Cl)(C)NC(=O)C2=CC=C(C=C2)C2=CC=CC=C2 (N-[1-Cyano-2-(4,6-dichloro-2H-benzotriazol-2-yl)-1-methylethyl]biphenyl-4-carboxamide), solid. RXN SMILES: [NH2:1][C:2]([CH3:17])([CH2:5][N:6]1[N:10]=[C:9]2[CH:11]=[C:12]([Cl:16])[CH:13]=[C:14]([Cl:15])[C:8]2=[N:7]1)[C:3]#[N:4].[C:18]1([C:27]2[CH:32]=[CH:31][CH:30]=[CH:29][CH:28]=2)[CH:23]=[CH:22][C:21]([C:24](Cl)=[O:25])=[CH:20][CH:19]=1>>[C:3]([C:2]([NH:1][C:24]([C:21]1[CH:22]=[CH:23][C:18]([C:27]2[CH:28]=[CH:29][CH:30]=[CH:31][CH:32]=2)=[CH:19][CH:20]=1)=[O:25])([CH3:17])[CH2:5][N:6]1[N:10]=[C:9]2[CH:11]=[C:12]([Cl:16])[CH:13]=[C:14]([Cl:15])[C:8]2=[N:7]1)#[N:4]. Procedure details: Using a procedure similar to that described in Example 1, except using 2-amino-3-(4,6-dichloro-2H-benzotriazol-2-yl)-2-methylpropionitrile, described in Example 15, and 4-biphenyl carbonyl chloride, the title compound was isolated as a white solid (32 mg). MS (ES): M/Z [M+H]=450. NMR: (400 MHz, DMSO-d6): 1.78 (s, 3H), 5.45 (d, J=13.3 Hz, 1H), 5.55 (d, J=13.3 Hz, 1H), 7.43 (m, 1H), 7.51 (t, J=7.5 Hz, 1H), 7.70-7.78 (m, 3H), 7.81 (d, J=8.4 Hz, 2H), 7.90 (d, J=8.5 Hz, 2H), 8.18 (d, J=1.6 Hz, 1H) an... Reactants: Oc1ccc(C(=C2CCOCC2)c2ccc(Br)cc2)cc1, NC(=O)C=Cc1ccc(C(=C2CCCCC2)c2ccc(O)cc2)cc1, CC1(C)CC(=O)CC(C)(C)O1, [Zn]. Yields the product CC1(C)CC(=C(c2ccc(O)cc2)c2ccc(Br)cc2)CC(C)(C)O1. Reaction SMILES: [Br:1][c:2]1[cH:3][cH:4][c:5]([C:8]([c:9]2[cH:10][cH:11][c:12]([OH:15])[cH:13][cH:14]2)=[C:16]2[CH2:17][CH2:18][O:19][CH2:20][CH2:21]2)[cH:6][cH:7]1.[C:22]1(=[C:23]([c:24]2[cH:25][cH:26][c:27]([OH:28])[cH:29][cH:30]2)[c:31]2[cH:32][cH:33][c:34]([CH:35]=[CH:36][C:37]([NH2:38])=[O:39])[cH:40][cH:41]2)[CH2:42][CH2:43][CH2:44][CH2:45][CH2:46]1.[CH3:47][C:48]1([CH3:57])[O:49][C:50]([CH3:55])([CH3:56])[CH2:51][C:52](=[O:54])[CH2:53]1.[Zn:58]>>[Br:1][c:2]1[cH:3][cH:4][c:5]([C:8]([c:9]2[cH:10][cH:11][c:12]([OH:15])[cH:13][cH:14]2)=[C:52]2[CH2:51][C:50]([CH3:55])([CH3:56])[O:49][C:48]([CH3:47])([CH3:57])[CH2:53]2)[cH:6][cH:7]1.